From a dataset of the Open Reaction Database (ORD), a public repository of structured organic reaction records. describe an organic reaction: reactants, conditions, products, and yield The reactants are C(C)OCCC(=O)OCC (ethyl 3-ethoxypropionate), CCCCCCCCCCCC (dodecane). The solvent is C(C)OCOCC (diethoxymethane). Yields the product C=C=O (Ketene), C=C1CC(=O)O1 (diketene). RXN SMILES: [CH2:1]([O:3]C[CH2:5][C:6]([O:8][CH2:9][CH3:10])=[O:7])[CH3:2].CCCCCCCCCCCC>C(OCOCC)C>[CH2:2]=[C:1]=[O:3].[CH2:10]=[C:9]1[O:8][C:6](=[O:7])[CH2:5]1. Procedure: A 100 ml three-necked round bottom flask equipped with a dry ice condenser, magnetic stirrer, gas inlet and thermometer was charged with 40 ml of diethoxymethane, 5.0 g of ethyl 3-ethoxypropionate and 1.00 g dodecane (an internal standard for gas-liquid chromatography analysis), and the flask was placed in a 30° C. water bath. Ketene gas, produced by cracking diketene in a 550° C. furnace, was added until the solution became saturated. A portion (0.1143 g) of the catalyst prepared as described a... Yields the product COC(=O)CC(=O)/C=C/C1=CC=CC=C1[N+](=O)[O-] (2'-nitrobenzylideneacetoacetic acid methyl ester), C(C1=CC=CC=C1)OC(\C=C(\C)/NC)=O (β-methylaminocrotonic acid benzyl ester). Reactants: C(C1=CC=CC=C1)OC(=O)C=1C(C(=C(N(C1C)C)C)C(=O)OC)C1=C(C=CC=C1)[N+](=O)[O-] (1,2,6-trimethyl-3-methoxycarbonyl-4-(2'-nitrophenyl)-1,4-dihydropyridine-5-carboxylic acid benzyl ester), C(C)O.CN(C=O)C (ethanol dimethylformamide), C(C)O (ethanol). RXN SMILES: [CH2:1]([O:8][C:9]([C:11]1[CH:12]([C:24]2[CH:29]=[CH:28][CH:27]=[CH:26][C:25]=2[N+:30]([O-:32])=[O:31])[C:13]([C:20]([O:22]C)=O)=[C:14](C)[N:15](C)[C:16]=1[CH3:17])=[O:10])[C:2]1[CH:7]=[CH:6][CH:5]=[CH:4][CH:3]=1.[CH2:33]([OH:35])C.CN(C)[CH:38]=[O:39].[CH2:41](O)C>>[CH3:33][O:35][C:38]([CH2:41][C:20](/[CH:13]=[CH:12]/[C:24]1[C:25]([N+:30]([O-:32])=[O:31])=[CH:26][CH:27]=[CH:28][CH:29]=1)=[O:22])=[O:39].[CH2:1]([O:8][C:9](=[O:10])/[CH:11]=[C:16](\[NH:15][CH3:14])/[CH3:17])[C:2]1[CH:7]=[CH:6][CH:5]=[CH:4][CH:3]=1 |f:1.2|. Procedure: Analogously to Example 1 heating a solution of 75 mmols of 2'-nitrobenzylideneacetoacetic acid methyl ester and 75 mmols of β-methylaminocrotonic acid benzyl ester in 120 ml of ethanol gave 1,2,6-trimethyl-3-methoxycarbonyl-4-(2'-nitrophenyl)-1,4-dihydropyridine-5-carboxylic acid benzyl ester of melting point 182° C (from ethanol/dimethylformamide). Reactants: CC(C)(C)OC(=O)CCCOc1cc(Cl)c(Br)cc1C(=O)O, C[Si](C)(C)CCO, CN(C)c1ccncc1, C(=NC1CCCCC1)=NC1CCCCC1, ClCCl. Product: CC(C)(C)OC(=O)CCCOc1cc(Cl)c(Br)cc1C(=O)OCC[Si](C)(C)C. RXN SMILES: [Br:1][c:2]1[c:3]([Cl:22])[cH:4][c:5]([O:11][CH2:12][CH2:13][CH2:14][C:15](=[O:16])[O:17][C:18]([CH3:19])([CH3:20])[CH3:21])[c:6]([C:7](=[O:8])[OH:9])[cH:10]1.[CH3:23][Si:24]([CH2:25][CH2:26][OH:27])([CH3:28])[CH3:29].[CH3:45][N:46]([c:47]1[cH:48][cH:49][n:50][cH:51][cH:52]1)[CH3:53].[CH:30]1([N:31]=[C:32]=[N:33][CH:34]2[CH2:35][CH2:36][CH2:37][CH2:38][CH2:39]2)[CH2:40][CH2:41][CH2:42][CH2:43][CH2:44]1.[Cl:54][CH2:55][Cl:56]>>[Br:1][c:2]1[c:3]([Cl:22])[cH:4][c:5]([O:11][CH2:12][CH2:13][CH2:14][C:15](=[O:16])[O:17][C:18]([CH3:19])([CH3:20])[CH3:21])[c:6]([C:7]([O:8][CH2:26][CH2:25][Si:24]([CH3:23])([CH3:28])[CH3:29])=[O:9])[cH:10]1. The reactants are COCCOC, [Na+], [Na+], O=C([O-])[O-], c1ccc(P(c2ccccc2)(c2ccccc2)[Pd](P(c2ccccc2)(c2ccccc2)c2ccccc2)(P(c2ccccc2)(c2ccccc2)c2ccccc2)P(c2ccccc2)(c2ccccc2)c2ccccc2)cc1, OB(O)c1cncnc1, Brc1cncc(-c2nc(-c3ccccn3)no2)c1. Yields the product c1ccc(-c2noc(-c3cncc(-c4cncnc4)c3)n2)nc1. Reaction SMILES: [CH3:111][O:112][CH2:113][CH2:114][O:115][CH3:116].[Na+:28].[Na+:29].[O-:30][C:31](=[O:32])[O-:33].[cH:34]1[cH:35][cH:36][c:37]([P:38]([Pd:39]([P:40]([c:41]2[cH:42][cH:43][cH:44][cH:45][cH:46]2)([c:47]2[cH:48][cH:49][cH:50][cH:51][cH:52]2)[c:53]2[cH:54][cH:55][cH:56][cH:57][cH:58]2)([P:59]([c:60]2[cH:61][cH:62][cH:63][cH:64][cH:65]2)([c:66]2[cH:67][cH:68][cH:69][cH:70][cH:71]2)[c:72]2[cH:73][cH:74][cH:75][cH:76][cH:77]2)[P:78]([c:79]2[cH:80][cH:81][cH:82][cH:83][cH:84]2)([c:85]2[cH:86][cH:87][cH:88][cH:89][cH:90]2)[c:91]2[cH:92][cH:93][cH:94][cH:95][cH:96]2)([c:97]2[cH:98][cH:99][cH:100][cH:101][cH:102]2)[c:103]2[cH:104][cH:105][cH:106][cH:107][cH:108]2)[cH:109][cH:110]1.[n:19]1[cH:20][n:21][cH:22][c:23]([B:25]([OH:26])[OH:27])[cH:24]1.[n:1]1[c:2](-[c:7]2[n:8][o:9][c:10](-[c:12]3[cH:13][n:14][cH:15][c:16]([Br:18])[cH:17]3)[n:11]2)[cH:3][cH:4][cH:5][cH:6]1>>[n:1]1[c:2](-[c:7]2[n:8][o:9][c:10](-[c:12]3[cH:13][n:14][cH:15][c:16](-[c:23]4[cH:22][n:21][cH:20][n:19][cH:24]4)[cH:17]3)[n:11]2)[cH:3][cH:4][cH:5][cH:6]1.